From a dataset of the Open Reaction Database (ORD), a public repository of structured organic reaction records. describe an organic reaction: reactants, conditions, products, and yield Run at time 8 hour. Run in CCOC(=O)C (EtOAc), CN(C)C=O (DMF). Reported procedure: To a stirred mixture of 3-(3-fluoro-4-hydroxyphenyl)-5-nitro-1-trityl-1H-indazole 3AW (3 g, 5.82 mmol) in DMF (40 mL) was added CsCO3 (2.85 g, 8.75 mmol) and bromoethylmethyl ether (711 μL, 7.57 mmol). The resulting mixture was stirred at rt for overnight then diluted with EtOAc (300 mL), which was washed with brine, dried (MgSO4) and concentrated. Chromatograph on silica gel (2:1, hexanes/EtOAc) gave 3-[3-fluoro-4-(2-methoxy-ethoxy)-phenyl]-1-trityl-5-nitro-1H-indazole 4AW (2.8 g). Reactants: CsCO3, BrCCOC (bromoethylmethyl ether), FC=1C=C(C=CC1O)C1=NN(C2=CC=C(C=C12)[N+](=O)[O-])C(C1=CC=CC=C1)(C1=CC=CC=C1)C1=CC=CC=C1 (3-(3-fluoro-4-hydroxyphenyl)-5-nitro-1-trityl-1H-indazole). Yields the product FC=1C=C(C=CC1OCCOC)C1=NN(C2=CC=C(C=C12)[N+](=O)[O-])C(C1=CC=CC=C1)(C1=CC=CC=C1)C1=CC=CC=C1 (3-[3-fluoro-4-(2-methoxy-ethoxy)-phenyl]-1-trityl-5-nitro-1H-indazole). As a reaction SMILES: [F:1][C:2]1[CH:3]=[C:4]([C:9]2[C:17]3[C:12](=[CH:13][CH:14]=[C:15]([N+:18]([O-:20])=[O:19])[CH:16]=3)[N:11]([C:21]([C:34]3[CH:39]=[CH:38][CH:37]=[CH:36][CH:35]=3)([C:28]3[CH:33]=[CH:32][CH:31]=[CH:30][CH:29]=3)[C:22]3[CH:27]=[CH:26][CH:25]=[CH:24][CH:23]=3)[N:10]=2)[CH:5]=[CH:6][C:7]=1[OH:8].Br[CH2:41][CH2:42][O:43][CH3:44]>CN(C=O)C.CCOC(C)=O>[F:1][C:2]1[CH:3]=[C:4]([C:9]2[C:17]3[C:12](=[CH:13][CH:14]=[C:15]([N+:18]([O-:20])=[O:19])[CH:16]=3)[N:11]([C:21]([C:22]3[CH:27]=[CH:26][CH:25]=[CH:24][CH:23]=3)([C:28]3[CH:29]=[CH:30][CH:31]=[CH:32][CH:33]=3)[C:34]3[CH:35]=[CH:36][CH:37]=[CH:38][CH:39]=3)[N:10]=2)[CH:5]=[CH:6][C:7]=1[O:8][CH2:41][CH2:42][O:43][CH3:44]. Starting materials: C(C1=CC(=C(N)C(=C1)C)C)C1=CC(=C(N)C(=C1)C)C (4,4′-methylenebis(2,6-dimethylaniline)), N1=C(C=CC=C1)C=O (2-pyridinecarboxaldehyde). The reagents and catalysts are C(=O)O (formic acid). The solvent is C(C)O (ethanol). Run at temperature 45 celsius, time 8 hour. Yields the product N1=C(C=CC=C1)C=NC1=C(C=C(C=C1C)CC1=CC(=C(C(=C1)C)N=CC1=NC=CC=C1)C)C (bis-{4-(pyridin-2-yl-methyleneamino)-3,5-dimethylphenyl}-methane). The yield is 32.9%. As a reaction SMILES: [CH2:1]([C:11]1[CH:17]=[C:16]([CH3:18])[C:14]([NH2:15])=[C:13]([CH3:19])[CH:12]=1)[C:2]1[CH:8]=[C:7]([CH3:9])[C:5]([NH2:6])=[C:4]([CH3:10])[CH:3]=1.[N:20]1[CH:25]=[CH:24][CH:23]=[CH:22][C:21]=1[CH:26]=O>C(O)C.C(O)=O>[N:20]1[CH:25]=[CH:24][CH:23]=[CH:22][C:21]=1[CH:26]=[N:15][C:14]1[C:13]([CH3:19])=[CH:12][C:11]([CH2:1][C:2]2[CH:3]=[C:4]([CH3:10])[C:5]([N:6]=[CH:26][C:21]3[CH:22]=[CH:23][CH:24]=[CH:25][N:20]=3)=[C:7]([CH3:9])[CH:8]=2)=[CH:17][C:16]=1[CH3:18]. Procedure: To a suspension of 2a (0.50 g, 1.97 mmol) in absolute ethanol (2 ml) was added 2-pyridinecarboxaldehyde (0.56 ml, 5.91 mmol, 3 eq.) and one drop of formic acid. The mixture was stirred at 45° C. overnight. On cooling to room temperature the suspension was filtered, washed with cold ethanol and dried under reduced pressure to afford 17 as a yellow solid (0.28 g, 18%). Reaction conditions: time 30 minute. The yield is 94.0%. The solvent is C1CCOC1 (THF). The reactants are C(C)OCC (diethyl ether), IC=1C=C(C=CC1)/C=C/C(=O)OCC (ethyl (2E)-3-(3-iodophenyl)acrylate), C(=O)([O-])C(O)C(O)C(=O)[O-].[K+].[Na+] (sodium potassium tartrate), CC(C)C[AlH]CC(C)C (DIBAL-H). Procedure details: The material from Example 1A (2.0 mmol) was dissolved in THF (10 mL). DIBAL-H (1 M in hexane, 6 mL, 6.0 mmol) was added. The reaction mixture was stirred at ambient temperature for 30 minutes. Saturated sodium potassium tartrate solution was added slowly at 0° C., followed by addition of diethyl ether. The mixture was stirred vigorously overnight. The organic phase was separated and washed with brine, dried (MgSO4), filtered and concentrated under reduced pressure to provide titled compound (489... Product: IC=1C=C(C=CC1)/C=C/CO ((2E)-3-(3-iodophenyl)prop-2-en-1-ol). RXN SMILES: [I:1][C:2]1[CH:3]=[C:4](/[CH:8]=[CH:9]/[C:10](OCC)=[O:11])[CH:5]=[CH:6][CH:7]=1.CC(C[AlH]CC(C)C)C.C(C(C(C([O-])=O)O)O)([O-])=O.[K+].[Na+].C(OCC)C>C1COCC1>[I:1][C:2]1[CH:3]=[C:4](/[CH:8]=[CH:9]/[CH2:10][OH:11])[CH:5]=[CH:6][CH:7]=1 |f:2.3.4|. Reactants: CCO, O=Cc1cc(Cl)ccc1O, Cl, NO, O, c1ccncc1. The product is ON=Cc1cc(Cl)ccc1O. Reaction SMILES: [CH3:21][CH2:22][OH:23].[Cl:7][c:8]1[cH:9][cH:10][c:11]([OH:16])[c:12]([CH:13]=[O:14])[cH:15]1.[ClH:17].[NH2:18][OH:19].[OH2:20].[cH:1]1[cH:2][cH:3][n:4][cH:5][cH:6]1>>[Cl:7][c:8]1[cH:9][cH:10][c:11]([OH:16])[c:12]([CH:13]=[N:18][OH:19])[cH:15]1. The reactants are S(=O)(Cl)Cl (thionyl chloride), C(=O)N1CCC(C(=O)O)CC1 (N-formylisonipecotic acid), C(C)(=O)OC(C)=O (acetic anhydride). Solvent: 3, petroleum ether. Conditions: time 3 hour. Yields the product C(=O)N1CCC(C(=O)Cl)CC1 (N-formylisonipecotic acid chloride). Yield: 100.0%. Reaction SMILES: S(Cl)([Cl:3])=O.[CH:5]([N:7]1[CH2:15][CH2:14][CH:10]([C:11](O)=[O:12])[CH2:9][CH2:8]1)=[O:6].C(OC(=O)C)(=O)C>>[CH:5]([N:7]1[CH2:15][CH2:14][CH:10]([C:11]([Cl:3])=[O:12])[CH2:9][CH2:8]1)=[O:6]. Procedure: To 100 ml of freshly distilled thionyl chloride was added 30 g of N-formylisonipecotic acid at 0°. After the addition was complete, 2 ml of acetic anhydride was added and the solution was stirred at 20° for three hrs. The reaction mixture was diluted with 3 400-ml portions of petroleum ether, bp, 60°-80°. The resulting solid was collected, washed with 50 ml of ether and dried under vacuum over phosphorous pentoxide to yield 33.5 g (100%) of N-formylisonipecotic acid chloride. Reactants: [Al+3], [H-], [H-], [H-], [H-], [H][H], [Li+], NC(Cc1ccccc1)C(=O)O, [Na+], [OH-], O. RXN SMILES: [Al+3:2].[H-:1].[H-:4].[H-:5].[H-:6].[H:7][H:8].[Li+:3].[NH2:9][CH:10]([CH2:11][c:12]1[cH:13][cH:14][cH:15][cH:16][cH:17]1)[C:18]([OH:19])=[O:20].[Na+:22].[OH-:21].[OH2:23]>>[NH2:9][CH:10]([CH2:11][c:12]1[cH:13][cH:14][cH:15][cH:16][cH:17]1)[CH2:18][OH:19]. Product: NC(CO)Cc1ccccc1.